From a dataset of the Open Reaction Database (ORD), a public repository of structured organic reaction records. describe an organic reaction: reactants, conditions, products, and yield The reactants are CCNCC, C1CCOC1, CC(C)C(=O)Nc1ccc(C(=O)Cl)c(Cl)c1, O. Yields the product CCN(CC)C(=O)c1ccc(NC(=O)C(C)C)cc1Cl. As a reaction SMILES: [CH2:17]([CH3:18])[NH:19][CH2:20][CH3:21].[CH2:23]1[O:24][CH2:25][CH2:26][CH2:27]1.[Cl:1][c:2]1[c:3]([C:4](=[O:5])[Cl:6])[cH:7][cH:8][c:9]([NH:11][C:12]([CH:13]([CH3:14])[CH3:15])=[O:16])[cH:10]1.[OH2:22]>>[Cl:1][c:2]1[c:3]([C:4](=[O:5])[N:19]([CH2:17][CH3:18])[CH2:20][CH3:21])[cH:7][cH:8][c:9]([NH:11][C:12]([CH:13]([CH3:14])[CH3:15])=[O:16])[cH:10]1. Reactants: Cl, CC(=O)NC(CO)Cc1cccc([N+](=O)[O-])c1. The product is Cl, NC(CO)Cc1cccc([N+](=O)[O-])c1. RXN SMILES: [ClH:18].[OH:1][CH2:2][CH:3]([CH2:4][c:5]1[cH:6][c:7]([N+:11](=[O:12])[O-:13])[cH:8][cH:9][cH:10]1)[NH:14][C:15](=[O:16])[CH3:17]>>[ClH:18].[OH:1][CH2:2][CH:3]([CH2:4][c:5]1[cH:6][c:7]([N+:11](=[O:12])[O-:13])[cH:8][cH:9][cH:10]1)[NH2:14]. Starting materials: NC=1SC(=C(C1C#N)C)C(=O)OCC (ethyl 2-amino-3-cyano-4-methylthiophene-5-carboxylate), C(C)#N (acetonitrile), N(=O)OC(C)(C)C (tert-butyl nitrite). Solvent: CN(C=O)C (dimethylformamide). Run at temperature 5 celsius, time 7 hour. Product: C(#N)C=1C(=C(SC1)C(=O)OCC)C (Ethyl 4-Cyano-3-methylthiophene-2-carboxylate). Yield: 47.8%. RXN SMILES: N[C:2]1[S:3][C:4]([C:10]([O:12][CH2:13][CH3:14])=[O:11])=[C:5]([CH3:9])[C:6]=1[C:7]#[N:8].C(#N)C.N(OC(C)(C)C)=O>CN(C)C=O>[C:7]([C:6]1[C:5]([CH3:9])=[C:4]([C:10]([O:12][CH2:13][CH3:14])=[O:11])[S:3][CH:2]=1)#[N:8]. Procedure: A solution of 20.5 g (97.5 mmol) of ethyl 2-amino-3-cyano-4-methylthiophene-5-carboxylate in 600 ml of a 1:1 mixture of acetonitrile and dimethylformamide was cooled to 5° C., and 15.7 g (146 mmol) of tert-butyl nitrite were added dropwise, during which process the temperature of the reaction mixture rose and gas was evolved vigorously. The mixture was stirred for seven hours at room temperature and concentrated on a rotary evaporator under a high vacuum, the residue was purified by column chrom... Starting materials: ClC(Cl)(Cl)Cl, ClCCl, C=CS(=O)(=O)c1ccccc1, ClSc1ccc(Cl)cc1. The product is O=S(=O)(c1ccccc1)C(CCl)Sc1ccc(Cl)cc1. Reaction SMILES: [C:21]([Cl:22])([Cl:23])([Cl:24])[Cl:25].[CH2:26]([Cl:27])[Cl:28].[CH:1](=[CH2:2])[S:3](=[O:4])(=[O:5])[c:6]1[cH:7][cH:8][cH:9][cH:10][cH:11]1.[Cl:12][c:13]1[cH:14][cH:15][c:16]([S:19][Cl:20])[cH:17][cH:18]1>>[CH:1]([CH2:2][Cl:22])([S:3](=[O:4])(=[O:5])[c:6]1[cH:7][cH:8][cH:9][cH:10][cH:11]1)[S:19][c:16]1[cH:15][cH:14][c:13]([Cl:12])[cH:18][cH:17]1.